This data is from the Open Reaction Database (ORD), a public repository of structured organic reaction records. The task is: describe an organic reaction: reactants, conditions, products, and yield Reactants: C(=O)C=O (glyoxal), [BH4-].[Na+] (sodium borohydride), C1=CC=CC=C1 (benzene), CO (methanol), C(CN)N (ethylene diamine). Conditions: time 1.5 hour. The product is C(C1=CC=CC=C1)OC=1C=C(C=CC1)C1NCCNC1 (2-(3-Benzyloxyphenyl)piperazine). Reaction SMILES: [CH:1]([CH:3]=O)=O.[CH3:5][OH:6].[CH2:7]([NH2:10])[CH2:8][NH2:9].[BH4-].[Na+].[CH:13]1[CH:18]=[CH:17][CH:16]=[CH:15][CH:14]=1>>[CH2:5]([O:6][C:13]1[CH:14]=[C:15]([CH:3]2[CH2:1][NH:10][CH2:7][CH2:8][NH:9]2)[CH:16]=[CH:17][CH:18]=1)[C:13]1[CH:18]=[CH:17][CH:16]=[CH:15][CH:14]=1 |f:3.4|. Reported procedure: The glyoxal obtained as above was dissolved in a mixture of 180 ml. of methanol and 30 ml. of benzene. To the solution, 5.25 g. of anhydrous ethylene diamine was added with stirring. After stirring for a further 30 mins. at room temperature, 4.2 g. of sodium borohydride was added to the mixture little by little under ice cooling. After the completion of the addition, stirring was continued for 1.5 hr. at room temperature. To the residue obtained by removing the solvent, water was added to dissol... Reactants: NC1=C(C=C(C=C1N)F)C (2,3-diamino-5-fluorotoluene), C(C(=O)O)(=O)O (oxalic acid). As a reaction SMILES: [NH2:1][C:2]1[C:7]([NH2:8])=[CH:6][C:5]([F:9])=[CH:4][C:3]=1[CH3:10].[C:11](O)(=[O:15])[C:12](O)=[O:13]>Cl.O>[F:9][C:5]1[CH:6]=[C:7]2[C:2]([NH:1][C:11](=[O:15])[C:12](=[O:13])[NH:8]2)=[C:3]([CH3:10])[CH:4]=1. Procedure details: 20 g (0.118 mol) of 2,3-diamino-5-fluorotoluene and 15.8 g (0.176 mol) of oxalic acid are stirred at reflux for 16 hours in 4N hydrochloric acid. The reaction mixture is cooled, diluted with water, filtered off on a suction filter and washed with water. The title compound is obtained as beige crystals of m.p.>300° C. The solvent is O (water), Cl (hydrochloric acid). Product: FC1=CC(=C2NC(C(NC2=C1)=O)=O)C (7-Fluoro-5-methyl-1,2,3,4-tetrahydroquinoxaline-2,3-dione). Starting materials: C(C)(C)(C)OC(=O)N1CCN(CC1)CC(C1=CC=C(C=C1)Cl)C1=CC=C(C=C1)Cl (4-[2,2-Bis-(4-chloro-phenyl)-ethyl]-piperazine-1-carboxylic acid tert-butyl ester), Cl (HCl). Solvent: C(C)(=O)OCC (ethyl acetate). Yields the product ClC1=CC=C(C=C1)C(CN1CCNCC1)C1=CC=C(C=C1)Cl (1-[2,2-Bis-(4-chloro-phenyl)-ethyl]-piperazine). Reaction SMILES: C(OC([N:8]1[CH2:13][CH2:12][N:11]([CH2:14][CH:15]([C:23]2[CH:28]=[CH:27][C:26]([Cl:29])=[CH:25][CH:24]=2)[C:16]2[CH:21]=[CH:20][C:19]([Cl:22])=[CH:18][CH:17]=2)[CH2:10][CH2:9]1)=O)(C)(C)C.Cl>C(OCC)(=O)C>[Cl:29][C:26]1[CH:25]=[CH:24][C:23]([CH:15]([C:16]2[CH:17]=[CH:18][C:19]([Cl:22])=[CH:20][CH:21]=2)[CH2:14][N:11]2[CH2:10][CH2:9][NH:8][CH2:13][CH2:12]2)=[CH:28][CH:27]=1. Reported procedure: 4-[2,2-Bis-(4-chloro-phenyl)-ethyl]-piperazine-1-carboxylic acid tert-butyl ester was treated with HCl in ethyl acetate (saturated, 5 ml) for 1 hour, solvent removed under reduced pressure to afford the title compound as the HCl salt The yield is 76.0%. RXN SMILES: C(NC1C=CC(C2C=C3C(=CC=2)C(=O)N([C@@H](C(C)C)C(O)=O)C3)=CC=1)(=O)C1C=CC=CC=1.[C:33]([C:37]1[CH:69]=[CH:68][C:40]([C:41]([NH:43][C:44]2[CH:49]=[CH:48][C:47]([C:50]3[CH:51]=[C:52]4[C:56](=[CH:57][CH:58]=3)[C:55](=[O:59])[N:54]([C@@H:60]([CH:65]([CH3:67])[CH3:66])[C:61]([O:63]C)=[O:62])[CH2:53]4)=[CH:46][CH:45]=2)=[O:42])=[CH:39][CH:38]=1)([CH3:36])([CH3:35])[CH3:34]>>[C:33]([C:37]1[CH:69]=[CH:68][C:40]([C:41]([NH:43][C:44]2[CH:45]=[CH:46][C:47]([C:50]3[CH:51]=[C:52]4[C:56](=[CH:57][CH:58]=3)[C:55](=[O:59])[N:54]([C@@H:60]([CH:65]([CH3:66])[CH3:67])[C:61]([OH:63])=[O:62])[CH2:53]4)=[CH:48][CH:49]=2)=[O:42])=[CH:39][CH:38]=1)([CH3:35])([CH3:34])[CH3:36]. Product: C(C)(C)(C)C1=CC=C(C(=O)NC2=CC=C(C=C2)C=2C=C3CN(C(C3=CC2)=O)[C@H](C(=O)O)C(C)C)C=C1 ((S)-2-(5-(4-(4-tert-Butylbenzamido)phenyl)-1-oxoisoindolin-2-yl)-3-methyl butanoic acid). Procedure details: The compound of example 323 was prepared analogous to compound of example 305 by hydrolysis of compound of example 322. Reactants: C(C1=CC=CC=C1)(=O)NC1=CC=C(C=C1)C=1C=C2CN(C(C2=CC1)=O)[C@H](C(=O)O)C(C)C ((S)-2-(5-(4-Benzamidophenyl)-1-oxoisoindolin-2-yl)-3-methylbutanoic acid), C(C)(C)(C)C1=CC=C(C(=O)NC2=CC=C(C=C2)C=2C=C3CN(C(C3=CC2)=O)[C@H](C(=O)OC)C(C)C)C=C1 ((S)-Methyl 2-(5-(4-(4-tert-butylbenzamido)phenyl)-1-oxoisoindolin-2-yl)-3-methylbutanoate). The solvent is C(C)O (ethanol). Yield: 90.8%. Procedure details: To a stirred solution of benzyl 4-[(methoxycarbonyl)amino]-1H-pyrrolo[3,2-c]pyridine-1-carboxylate (264 mg, 0.82 mmol, Step a) in ethanol (10 mL) was added catalytic amount of palladium on carbon (10% wet). The reaction mixture was stirred under an atmosphere of hydrogen gas (atmospheric pressure) for 1 hour. The reaction mixture was filtered over celite and the residue washed with ethanol. The filtrate was concentrated to yield methyl 1H-pyrrolo[3,2-c]pyridin-4-ylcarbamate as a white powder (14... The product is N1C=CC=2C(=NC=CC21)NC(OC)=O (methyl 1H-pyrrolo[3,2-c]pyridin-4-ylcarbamate). Reactants: COC(=O)NC1=NC=CC2=C1C=CN2C(=O)OCC2=CC=CC=C2 (benzyl 4-[(methoxycarbonyl)amino]-1H-pyrrolo[3,2-c]pyridine-1-carboxylate). The reagents and catalysts are [Pd] (palladium on carbon). RXN SMILES: [CH3:1][O:2][C:3]([NH:5][C:6]1[C:11]2[CH:12]=[CH:13][N:14](C(OCC3C=CC=CC=3)=O)[C:10]=2[CH:9]=[CH:8][N:7]=1)=[O:4]>C(O)C.[Pd]>[NH:14]1[C:10]2[CH:9]=[CH:8][N:7]=[C:6]([NH:5][C:3](=[O:4])[O:2][CH3:1])[C:11]=2[CH:12]=[CH:13]1. Conditions: time 1 hour. The reactants are C(C)N(C(C1=C(C(=CC=C1)C)C)=O)CC (N,N-diethyl-2,3-dimethyl-benzamide), BrC1=CC=C(C#N)C=C1 (4-bromobenzonitrile), C(C)(C)NC(C)C (N,N-diisopropylamine), [Li]CCCC (n-BuLi). Run in C1CCOC1 (THF), C1CCOC1 (THF), C1CCOC1 (THF), n-hexanes. Run at time 20 minute. The product is BrC1=CC=C(C=C1)C=1NC(C2=CC=CC(=C2C1)C)=O (3-(4-bromo-phenyl)-5-methyl-2H-isoquinolin-1-one). Yield: 58.4%. RXN SMILES: C(NC(C)C)(C)C.[Li]CCCC.C([N:15]([CH2:26][CH3:27])[C:16](=[O:25])[C:17]1[CH:22]=[CH:21][CH:20]=[C:19]([CH3:23])[C:18]=1[CH3:24])C.[Br:28][C:29]1[CH:36]=[CH:35]C(C#N)=[CH:31][CH:30]=1>C1COCC1>[Br:28][C:29]1[CH:36]=[CH:35][C:27]([C:26]2[NH:15][C:16](=[O:25])[C:17]3[C:18]([CH:24]=2)=[C:19]([CH3:23])[CH:20]=[CH:21][CH:22]=3)=[CH:31][CH:30]=1. Procedure details: To N,N-diisopropylamine (2.54 mL, 18 mmol) in anhydrous THF (15 mL), under N2 at −78° C. was added n-BuLi dropwise (2.5M in n-hexanes, 7.2 mL, 18 mmol) and the reaction mixture maintained at this temperature for 30 minutes. A solution of N,N-diethyl-2,3-dimethyl-benzamide (1.23 g, 6 mmol) in anhydrous THF (15 mL) was added dropwise to give a deep red solution. After 20 minutes at −78° C., 4-bromobenzonitrile (1.09 g, 6 mmol) in anhydrous THF (15 mL) was added dropwise and the reaction mixture al... Starting materials: C(C)(C)(C)OC(NC1(COC(OC1)(C)C)CCC1=CC(=C(C=C1)OCCCC1=CC=C(C=C1)OC)C(F)(F)F)=O ([5-(2-{4-[3-(4-methoxyphenyl)propoxy]-3-trifluoromethylphenyl}ethyl)-2,2-dimethyl-1,3-dioxan-5-yl]carbamic acid t-butyl ester), Cl (hydrochloric acid). Run in C(C)O (ethanol). Conditions: temperature 80 celsius, time 2.5 hour. Yields the product Cl.NC(CO)(CO)CCC1=CC(=C(C=C1)OCCCC1=CC=C(C=C1)OC)C(F)(F)F (2-amino-2-(2-{4-[3-(4-methoxyphenyl)propoxy]-3-trifluoromethylphenyl}ethyl)propane-1,3-diol hydrochloride). As a reaction SMILES: C(OC(=O)[NH:7][C:8]1([CH2:16][CH2:17][C:18]2[CH:23]=[CH:22][C:21]([O:24][CH2:25][CH2:26][CH2:27][C:28]3[CH:33]=[CH:32][C:31]([O:34][CH3:35])=[CH:30][CH:29]=3)=[C:20]([C:36]([F:39])([F:38])[F:37])[CH:19]=2)[CH2:13][O:12]C(C)(C)[O:10][CH2:9]1)(C)(C)C.[ClH:41]>C(O)C>[ClH:41].[NH2:7][C:8]([CH2:16][CH2:17][C:18]1[CH:23]=[CH:22][C:21]([O:24][CH2:25][CH2:26][CH2:27][C:28]2[CH:29]=[CH:30][C:31]([O:34][CH3:35])=[CH:32][CH:33]=2)=[C:20]([C:36]([F:37])([F:38])[F:39])[CH:19]=1)([CH2:13][OH:12])[CH2:9][OH:10] |f:3.4|. Reported procedure: Compound 10-2 (730 mg) was dissolved in ethanol (20 ml), concentrated hydrochloric acid (2 ml) was added, and the mixture was stirred at 80° C. for 2.5 hr. The reaction mixture was concentrated, and the residue was washed with diethyl ether to give the object product (550 mg) as a white powder.